Dataset: the Open Reaction Database (ORD), a public repository of structured organic reaction records. Task: describe an organic reaction: reactants, conditions, products, and yield Starting materials: O.NN (Hydrazine hydrate), C(C)(=O)NC1=C(C=C(C(=O)OC)C=C1)[N+](=O)[O-] (Methyl 4-(Acetylamino)-3-Nitrobenzoate), Cl (HCl). Reagents/catalysts: [Pd] (Pd-C). Run in C(C)O (ethanol), C(C)O (ethanol). Conditions: time 0.5 hour. Product: Cl.C(C)(=O)NC1=C(C=C(C(=O)OC)C=C1)N (Methyl 4-(Acetylamino)-3-Aminobenzoate, Hydrochloride). Isolated yield 78.7%. RXN SMILES: [C:1]([NH:4][C:5]1[CH:14]=[CH:13][C:8]([C:9]([O:11][CH3:12])=[O:10])=[CH:7][C:6]=1[N+:15]([O-])=O)(=[O:3])[CH3:2].[ClH:18].O.NN>C(O)C.[Pd]>[ClH:18].[C:1]([NH:4][C:5]1[CH:14]=[CH:13][C:8]([C:9]([O:11][CH3:12])=[O:10])=[CH:7][C:6]=1[NH2:15])(=[O:3])[CH3:2] |f:2.3,6.7|. Procedure details: To a suspension of 15 (0.870 g, 3.65 mmol) in ethanol (30 mL) was added Pd-C (0.87 g) and 5% HCl (0.85 mL). Hydrazine hydrate (55% hydrazine, 0.85 mL, 0.47 g, 15 mmol) dissolved in ethanol (SmL) was then added dropwise to the above mixture. The reaction mixture was stirred at room temperature for 1/2 hour and the Pd-C was filtered. The filtrate was concentrated under vacuum to give 16 (0.500 g, 78.7% yield) as a white solid: mp 187°-190° C.